From a dataset of the Open Reaction Database (ORD), a public repository of structured organic reaction records. describe an organic reaction: reactants, conditions, products, and yield Reactants: C[Al](C)C (trimethyl aluminum), CuBr, C(C)(=O)O[C@@H]1[C@]2(C)[C@@H](CC1)[C@@H]1CC[C@H]3CC(C(=C[C@]3(C)[C@H]1CC2)Br)=O (17β-acetoxy-2-bromo-5α-androst-1-en-3-one), solution, O (water). The solvent is C1(=CC=CC=C1)C (toluene), C(C)(=O)OCC (ethyl acetate). Run at time 45 minute. The product is C(C)(=O)O[C@@H]1[C@]2(C)[C@@H](CC1)[C@@H]1CC[C@H]3CC([C@@H]([C@@H]([C@]3(C)[C@H]1CC2)C)Br)=O (17β-acetoxy-2α-bromo-1α-methyl-5α-androstan-3-one). Reaction SMILES: [C:1]([O:4][C@H:5]1[CH2:10][CH2:9][C@H:8]2[C@H:11]3[C@H:21]([CH2:22][CH2:23][C@:6]12[CH3:7])[C@:19]1([CH3:20])[C@H:14]([CH2:15][C:16](=[O:25])[C:17]([Br:24])=[CH:18]1)[CH2:13][CH2:12]3)(=[O:3])[CH3:2].[CH3:26][Al](C)C.O>C(OCC)(=O)C.C1(C)C=CC=CC=1>[C:1]([O:4][C@H:5]1[CH2:10][CH2:9][C@H:8]2[C@H:11]3[C@H:21]([CH2:22][CH2:23][C@:6]12[CH3:7])[C@:19]1([CH3:20])[C@H:14]([CH2:15][C:16](=[O:25])[C@H:17]([Br:24])[C@@H:18]1[CH3:26])[CH2:13][CH2:12]3)(=[O:3])[CH3:2]. Procedure details: 14.3 mg (0.1 mmol) of CuBr is added at room temperature to 818 mg (2 mmol) of 17β-acetoxy-2-bromo-5α-androst-1-en-3-one (produced according to J. Org. Chem. 1982, 47, 5090; from 17β-acetoxy-2-brom-5α-androst-1-en-3-one) in 4 ml of ethyl acetate. 1.9 ml (2.2 mmol) of a 10% solution of trimethyl aluminum in toluene is instilled at room temperature. It is stirred at room temperature for 45 minutes. For hydrolysis, 0.18 ml of water is added, the solid is suctioned off and washed again with ethyl ace... The reactants are CC1OC(C=CC1=O)O (2-methyl-6-hydroxy-3-oxo-3,6-dihydro-2H-pyran), C(C)(=O)OC(C)=O (acetic anhydride). Solvent: N1=CC=CC=C1 (pyridine). Run at time 4 hour. Product: CC1OC(C=CC1=O)OC(C)=O (2-methyl-6-acetoxy-3-oxo-3,6-dihydro-2H-pyran). Isolated yield 80.0%. As a reaction SMILES: [CH3:1][CH:2]1[C:7](=[O:8])[CH:6]=[CH:5][CH:4]([OH:9])[O:3]1.[C:10](OC(=O)C)(=[O:12])[CH3:11]>N1C=CC=CC=1>[CH3:1][CH:2]1[C:7](=[O:8])[CH:6]=[CH:5][CH:4]([O:9][C:10](=[O:12])[CH3:11])[O:3]1. Reported procedure: A 12.8 g quantity of 2-methyl-6-hydroxy-3-oxo-3,6-dihydro-2H-pyran and 25 ml of acetic anhydride are reacted in the presence of 12.5 ml of pyridine with stirring at room temperature for 4 hours. After the reaction, the mixture is concentrated, the residue is poured into ice water, and the mixture is extracted with 100 ml of ether. The ethereal layer is washed with an aqueous solution of sodium carbonate and then dried over magnesium sulfate. After removing the magnesium sulfate, the ethereal lay... Starting materials: O1CCCC1 (tetrahydrofuran), Cl.NC1=NC(=NC2=CC(=C(C=C12)OC)OC)N1CCNCC1 (4-amino-6,7-dimethoxy-2-(1-piperazinyl)quinazoline hydrochloride), C(C=CCC)(=O)Cl (2-pentenoyl chloride). Run in C(C)N(CC)CC (triethylamine). Run at time 20 minute. The product is NC1=NC(=NC2=CC(=C(C=C12)OC)OC)N1CCN(CC1)C(C=CCC)=O (4-Amino-6,7-dimethoxy-2-[4-(2-pentenoyl)-1-piperazinyl]-quinazoline). Isolated yield 50.3%. Reaction SMILES: O1CCCC1.Cl.[NH2:7][C:8]1[C:17]2[C:12](=[CH:13][C:14]([O:20][CH3:21])=[C:15]([O:18][CH3:19])[CH:16]=2)[N:11]=[C:10]([N:22]2[CH2:27][CH2:26][NH:25][CH2:24][CH2:23]2)[N:9]=1.[C:28](Cl)(=[O:33])[CH:29]=[CH:30][CH2:31][CH3:32]>C(N(CC)CC)C>[NH2:7][C:8]1[C:17]2[C:12](=[CH:13][C:14]([O:20][CH3:21])=[C:15]([O:18][CH3:19])[CH:16]=2)[N:11]=[C:10]([N:22]2[CH2:27][CH2:26][N:25]([C:28](=[O:33])[CH:29]=[CH:30][CH2:31][CH3:32])[CH2:24][CH2:23]2)[N:9]=1 |f:1.2|. Procedure: To 20 ml of tetrahydrofuran were added 2.4 g of 4-amino-6,7-dimethoxy-2-(1-piperazinyl)quinazoline hydrochloride and 2.6 of triethylamine, after which the mixture was stirred for 20 minutes. There was then added 0.78 g of 2-pentenoyl chloride, after which the mixture was stirred at room temperature for 15 hours. The resulting crystals were collected by filtration, washed with water and recrystallized from ethanol, to give 1.23 g of the desired Compound No. 5 in the form of pale brown needles mel... As a reaction SMILES: NCCC([NH:6][C:7]1[CH:8]=[C:9]2[C:14](=[CH:15][CH:16]=1)[N:13]=[CH:12][N:11]=[C:10]2[NH:17][C:18]1[CH:23]=[CH:22][C:21]([O:24][CH2:25][C:26]2[CH:31]=[CH:30][CH:29]=[C:28]([F:32])[CH:27]=2)=[C:20]([Cl:33])[CH:19]=1)=O.C(OC(=O)NCCC(=O)NC1C=C2C(=CC=1)N=CN=C2NC1C=CC(F)=C(Cl)C=1)(C)(C)C>>[Cl:33][C:20]1[CH:19]=[C:18]([NH:17][C:10]2[C:9]3[C:14](=[CH:15][CH:16]=[C:7]([NH2:6])[CH:8]=3)[N:13]=[CH:12][N:11]=2)[CH:23]=[CH:22][C:21]=1[O:24][CH2:25][C:26]1[CH:31]=[CH:30][CH:29]=[C:28]([F:32])[CH:27]=1. Product: ClC=1C=C(C=CC1OCC1=CC(=CC=C1)F)NC1=NC=NC2=CC=C(C=C12)N (N4-[3-chloro-4-(3-fluoro-benzyloxy)-phenyl]-quinazolin-4,6-diamine). Procedure: The procedure of (20-1) of Example 20 was repeated except for using 0.55 g of the compound obtained in Example 52 instead of the compound obtained in (1-4) of Example 1 to obtain the title compound (0.4 g, 93%). The reactants are NCCC(=O)NC=1C=C2C(=NC=NC2=CC1)NC1=CC(=C(C=C1)OCC1=CC(=CC=C1)F)Cl (3-amino-N-{4-[3-chloro-4-(3-fluoro-benzyloxy)-phenylamino]-quinazolin-6-yl}-propionamide), C(C)(C)(C)OC(NCCC(NC=1C=C2C(=NC=NC2=CC1)NC1=CC(=C(C=C1)F)Cl)=O)=O ({2-[4-(3-chloro-4-fluoro-phenylamino)-quinazolin-6-ylcarbamoyl]-ethyl}-carbamic acid t-butylester). Starting materials: crude product, C(C)(C)(C)OC(N(C)[C@@H](C(=O)N1CC=C(CC1)C1=C(C=CC(=C1)F)OC)CC1=CC=CC=C1)=O ((R)-{1-benzyl-2-[4-(5-fluoro-2-methoxy-phenyl)-1,2,5,6-tetrahydropyridin-1-yl]-2-oxo-ethyl}-methyl-carbamic acid tert-butyl ester), Cl.O1CCOCC1 (HCl dioxane). Conditions: time 8 hour. The product is Cl.FC=1C=CC(=C(C1)C1=CCN(CC1)C([C@@H](CC1=CC=CC=C1)NC)=O)OC ((2R)-1-[4-(5-Fluoro-2-methoxy-phenyl)-1,2,5,6-tetrahydropyridin-1-yl]-2-methylamino-3-phenyl-propan-1-one hydrochloride). Yield: 65.0%. RXN SMILES: C(O[C:6](=O)[N:7]([C@H:9]([CH2:27][C:28]1[CH:33]=[CH:32][CH:31]=[CH:30][CH:29]=1)[C:10]([N:12]1[CH2:17][CH2:16][C:15]([C:18]2[CH:23]=[C:22]([F:24])[CH:21]=[CH:20][C:19]=2[O:25][CH3:26])=[CH:14][CH2:13]1)=[O:11])C)(C)(C)C.[ClH:35].O1CCOCC1>>[ClH:35].[F:24][C:22]1[CH:21]=[CH:20][C:19]([O:25][CH3:26])=[C:18]([C:15]2[CH2:16][CH2:17][N:12]([C:10](=[O:11])[C@H:9]([NH:7][CH3:6])[CH2:27][C:28]3[CH:29]=[CH:30][CH:31]=[CH:32][CH:33]=3)[CH2:13][CH:14]=2)[CH:23]=1 |f:1.2,3.4|. Procedure details: The crude product of (R)-{1-benzyl-2-[4-(5-fluoro-2-methoxy-phenyl)-1,2,5,6-tetrahydropyridin-1-yl]-2-oxo-ethyl}-methyl-carbamic acid tert-butyl ester was dissolved in 10 mL 4 M HCl/dioxane solution and the resulting mixture brought to reflux. After overnight stirring, the mixture was cooled to room temperature and the solvent evaporated to provide 0.62 g (65% yield for two steps) of the titled product. The reactants are CCO, ClC(Cl)Cl, Cl, Nc1ncccc1OCc1ccc(F)cc1, CCOC(=N)Cc1ccccc1. Product: Cl, N=C(Cc1ccccc1)Nc1ncccc1OCc1ccc(F)cc1. As a reaction SMILES: [CH3:30][CH2:31][OH:32].[CH:33]([Cl:34])([Cl:35])[Cl:36].[ClH:17].[NH2:1][c:2]1[n:3][cH:4][cH:5][cH:6][c:7]1[O:8][CH2:9][c:10]1[cH:11][cH:12][c:13]([F:16])[cH:14][cH:15]1.[c:18]1([CH2:24][C:25]([O:26][CH2:27][CH3:28])=[NH:29])[cH:19][cH:20][cH:21][cH:22][cH:23]1>>[ClH:17].[NH:1]([c:2]1[n:3][cH:4][cH:5][cH:6][c:7]1[O:8][CH2:9][c:10]1[cH:11][cH:12][c:13]([F:16])[cH:14][cH:15]1)[C:25]([CH2:24][c:18]1[cH:19][cH:20][cH:21][cH:22][cH:23]1)=[NH:29]. Reactants: COC1=CC=C(CC2NCCC3=CC(=C(C=C23)OC)OC)C=C1 (1,2,3,4-tetrahydro-1-(4-methoxybenzyl)-6,7-dimethoxyisoquinoline), 7-[N-3-(4-fluorophenyl)propionyl]amino-4,4-diphenylheptanal, C(#N)[BH3-].[Na+] (sodium cyanoborohydride). The product is C1(=CC=CC=C1)C(CCC)(CCC)C1=CC=CC=C1 (4,4-diphenylheptane). RXN SMILES: CO[C:3]1[CH:23]=[CH:22][C:6]([CH2:7][CH:8]2[C:17]3[C:12](=[CH:13][C:14](OC)=[C:15](OC)[CH:16]=3)CCN2)=C[CH:4]=1.C([BH3-])#N.[Na+]>>[C:17]1([C:8]([C:7]2[CH:4]=[CH:3][CH:23]=[CH:22][CH:6]=2)([CH2:7][CH2:6][CH3:22])[CH2:4][CH2:3][CH3:23])[CH:16]=[CH:15][CH:14]=[CH:13][CH:12]=1 |f:1.2|. Procedure: The 1,2,3,4-tetrahydro-1-(4-methoxybenzyl)-6,7-dimethoxyisoquinoline was reacted with 7-[N-3-(4-fluorophenyl)propionyl]amino-4,4-diphenylheptanal in the presence of sodium cyanoborohydride as described in example 1 to give 7-[N-3-(4-fluorophenyl)propionyl]amino- I1-N-[ 1,2,3,4-tetrahydro-1-(4-methoxybenzyl)] -6,7-dimethoxyisoquinolinyl]-4,4-diphenylheptane as a film: MS showed (M+H)+ @ 729; 1H-NMR (CDCl3, δ): 1.0-1.22 (m, 4H), 1.91-2.10 (m, 4H), 2.3-2.4 (m, 2H), 2.4-2.85 (m, 6H), 2.85-2.94 (t, 2... Starting materials: FC(COC1=CC(=NC=C1)C#N)(F)F (4-(2,2,2-trifluoroethoxy)picolinonitrile), Cl (hydrochloric acid). Reagents/catalysts: [Pd] (palladium). The solvent is CO (methanol). Reaction conditions: time 4 hour. Yields the product Cl.FC(COC1=CC(=NC=C1)CN)(F)F ((4-(2,2,2-trifluoroethoxy)pyridin-2-yl)methanamine hydrochloride). Yield: 50.5%. Reaction SMILES: [F:1][C:2]([F:14])([F:13])[CH2:3][O:4][C:5]1[CH:10]=[CH:9][N:8]=[C:7]([C:11]#[N:12])[CH:6]=1.[ClH:15]>CO.[Pd]>[ClH:15].[F:14][C:2]([F:1])([F:13])[CH2:3][O:4][C:5]1[CH:10]=[CH:9][N:8]=[C:7]([CH2:11][NH2:12])[CH:6]=1 |f:4.5|. Procedure: A mixture of 4-(2,2,2-trifluoroethoxy)picolinonitrile (0.71 g, 3.51 mmol, Step-1), hydrochloric acid (0.21 mL, 7.03 mmol) and palladium 10% on carbon (0.15 g) in methanol (35 mL) is vigorously stirred at room temperature under hydrogen atmosphere (0.3 MPa) for 4 hours. After filtration through a pad of celite, the filtrate is concentrated in vacuo. The residue is crystallized from ethyl acetate to give 0.43 g (44% yield) of the title compound as a white solid.